Dataset: the Open Reaction Database (ORD), a public repository of structured organic reaction records. Task: describe an organic reaction: reactants, conditions, products, and yield Reactants: C(CCC)[Li] (n-Butyllithium), COC1=CC=CC=2C=COC21 (7-methoxybenzofuran), O (Water), CSSC (Methyl disulfide). Run in O1CCCC1 (tetrahydrofuran). Run at temperature -78 celsius, time 30 minute. Product: COC1=CC=CC=2C=C(OC21)SC (7-Methoxy-2-methylsulfanylbenzofuran). Reaction SMILES: C([Li])CCC.[CH3:6][O:7][C:8]1[C:16]2[O:15][CH:14]=[CH:13][C:12]=2[CH:11]=[CH:10][CH:9]=1.[CH3:17][S:18]SC.O>O1CCCC1>[CH3:6][O:7][C:8]1[C:16]2[O:15][C:14]([S:18][CH3:17])=[CH:13][C:12]=2[CH:11]=[CH:10][CH:9]=1. Procedure: n-Butyllithium (1.6M in hexanes, 10.2 ml) was added dropwise to a cooled (-78° C.) solution of 7-methoxybenzofuran (2.0 g) in tetrahydrofuran (40 ml) under an inert atmosphere. Methyl disulfide (1.46 ml) was added and the reaction mixture was stirred at -78° C. for 30 minutes, then at room temperature for 1 h. Water was added and the tetrahydrofuran was removed in vacuo. The aqueous residue was extracted with ether (3×100 ml) and the combined organic phases were washed with water (100 ml) and dr... The reactants are C(C)(=O)Cl (acetyl chloride), Cl (HCl), C(C1=CC=CC=C1)(=O)NOCC1=C(C=CC=C1)CC(=O)OC (methyl 2-[[(benzoylamino)oxy]methyl]benzeneacetate). The solvent is CO (methanol), CO (methanol). Reaction conditions: temperature 60 celsius, time 30 minute. The product is Cl.NOCC1=C(C=CC=C1)CC(=O)OC (methyl 2-[(aminooxy)methyl]benzeneacetate hydrochloride). Isolated yield 47.0%. Reaction SMILES: Cl.C([Cl:5])(=O)C.C([NH:14][O:15][CH2:16][C:17]1[CH:22]=[CH:21][CH:20]=[CH:19][C:18]=1[CH2:23][C:24]([O:26][CH3:27])=[O:25])(=O)C1C=CC=CC=1>CO>[ClH:5].[NH2:14][O:15][CH2:16][C:17]1[CH:22]=[CH:21][CH:20]=[CH:19][C:18]=1[CH2:23][C:24]([O:26][CH3:27])=[O:25] |f:4.5|. Reported procedure: To a solution of HCl in methanol (prepared by adding 20 mL of acetyl chloride slowly to 200 mL of methanol) was added the title compound of Step B (31.5 g). The mixture was heated to 60° C. for 1.5 h. The solvent was removed in vacuo. The residue was taken up in 100 mL of diethyl ether and stirred at room temperature for 30 minutes. The ether was decanted off and the solid was taken up in 100 mL of tetrahydrofuran and heated to about 50° C. The mixture was then cooled in an ice water bath and th... The reactants are N1(CCOCC1)C=1N=C(NC(C1)=O)CC(=O)[O-].[Na+] (sodium [4-(morpholin-4-yl)-6-oxo-1,6-dihydropyrimidin-2-yl]acetate), OC1=C(N)C=CC=C1C(F)(F)F (2-hydroxy-3-(trifluoromethyl)aniline), Cl.CN(CCCN=C=NCC)C (N-[3-(dimethylamino)propyl]-N′-ethylcarbodiimide hydrochloride). Solvent: N1=CC=CC=C1 (pyridine), CN(C=O)C (N,N-dimethylformamide). The product is OC1=C(C=CC=C1C(F)(F)F)NC(CC=1NC(C=C(N1)N1CCOCC1)=O)=O (N-[2-hydroxy-3-(trifluoromethyl)phenyl]-2-[4-(morpholin-4-yl)-6-oxo-1,6-dihydropyrimidin-2-yl]acetamide). Yield: 39.3%. RXN SMILES: [N:1]1([C:7]2[N:8]=[C:9]([CH2:14][C:15]([O-:17])=O)[NH:10][C:11](=[O:13])[CH:12]=2)[CH2:6][CH2:5][O:4][CH2:3][CH2:2]1.[Na+].[OH:19][C:20]1[C:26]([C:27]([F:30])([F:29])[F:28])=[CH:25][CH:24]=[CH:23][C:21]=1[NH2:22].Cl.CN(C)CCCN=C=NCC>N1C=CC=CC=1.CN(C)C=O>[OH:19][C:20]1[C:26]([C:27]([F:28])([F:29])[F:30])=[CH:25][CH:24]=[CH:23][C:21]=1[NH:22][C:15](=[O:17])[CH2:14][C:9]1[NH:10][C:11](=[O:13])[CH:12]=[C:7]([N:1]2[CH2:2][CH2:3][O:4][CH2:5][CH2:6]2)[N:8]=1 |f:0.1,3.4|. Reported procedure: The product is prepared according to the procedure described in example 5, using 1 g of sodium [4-(morpholin-4-yl)-6-oxo-1,6-dihydropyrimidin-2-yl]acetate, 978 mg of 2-hydroxy-3-(trifluoromethyl)aniline and 1.2 g of N-[3-(dimethylamino)propyl]-N′-ethylcarbodiimide hydrochloride in a mixture of 6 ml of pyridine and 8 ml of N,N-dimethylformamide. 600 mg of N-[2-hydroxy-3-(trifluoromethyl)phenyl]-2-[4-(morpholin-4-yl)-6-oxo-1,6-dihydropyrimidin-2-yl]acetamide are obtained in the form of a beige sol... Starting materials: CC(=O)SC1CCN(C(=O)OC(C)C)CC1, C1CCOC1, [Na+], [OH-], O. Product: CC(C)OC(=O)N1CCC(S)CC1. As a reaction SMILES: [C:1](=[O:2])([CH3:3])[S:4][CH:5]1[CH2:6][CH2:7][N:8]([C:11](=[O:12])[O:13][CH:14]([CH3:15])[CH3:16])[CH2:9][CH2:10]1.[CH2:19]1[O:20][CH2:21][CH2:22][CH2:23]1.[Na+:18].[OH-:17].[OH2:24]>>[SH:4][CH:5]1[CH2:6][CH2:7][N:8]([C:11](=[O:12])[O:13][CH:14]([CH3:15])[CH3:16])[CH2:9][CH2:10]1. Starting materials: C[Si](C)(C)c1cc2cc(N)cc(Br)c2o1, COc1ccc(C)cc1S(=O)(=O)Cl, ClCCl, c1ccncc1. Product: COc1ccc(C)cc1S(=O)(=O)Nc1cc(Br)c2oc([Si](C)(C)C)cc2c1. RXN SMILES: [Br:1][c:2]1[cH:3][c:4]([NH2:15])[cH:5][c:6]2[cH:7][c:8]([Si:11]([CH3:12])([CH3:13])[CH3:14])[o:9][c:10]12.[CH3:16][O:17][c:18]1[c:19]([S:25](=[O:26])(=[O:27])[Cl:28])[cH:20][c:21]([CH3:24])[cH:22][cH:23]1.[Cl:35][CH2:36][Cl:37].[cH:29]1[cH:30][cH:31][n:32][cH:33][cH:34]1>>[Br:1][c:2]1[cH:3][c:4]([NH:15][S:25]([c:19]2[c:18]([O:17][CH3:16])[cH:23][cH:22][c:21]([CH3:24])[cH:20]2)(=[O:26])=[O:27])[cH:5][c:6]2[cH:7][c:8]([Si:11]([CH3:12])([CH3:13])[CH3:14])[o:9][c:10]12. The reactants are ClC1=CC=C(C=C1)C(O)(C1CCN(CC1)S(=O)(=O)C1=CC=CC=C1)C1=CC=C(C=C1)Cl (α,α-bis(4-chlorophenyl)-1-(phenylsulfonyl)-4-piperidinemethanol), C1(=CC=CC=C1)O (phenol), Br (hydrobromic acid). Conditions: time 10 hour. Yields the product O.Br.ClC1=CC=C(C=C1)C(=C1CCNCC1)C1=CC=C(C=C1)Cl (4-[Bis(4-chlorophenyl)methylene]piperidine hydrobromide hydrate). The yield is 43.6%. As a reaction SMILES: [Cl:1][C:2]1[CH:7]=[CH:6][C:5]([C:8]([C:25]2[CH:30]=[CH:29][C:28]([Cl:31])=[CH:27][CH:26]=2)([CH:10]2[CH2:15][CH2:14][N:13](S(C3C=CC=CC=3)(=O)=O)[CH2:12][CH2:11]2)[OH:9])=[CH:4][CH:3]=1.C1(O)C=CC=CC=1.[BrH:39]>>[OH2:9].[BrH:39].[Cl:31][C:28]1[CH:29]=[CH:30][C:25]([C:8]([C:5]2[CH:4]=[CH:3][C:2]([Cl:1])=[CH:7][CH:6]=2)=[C:10]2[CH2:15][CH2:14][NH:13][CH2:12][CH2:11]2)=[CH:26][CH:27]=1 |f:3.4.5|. Reported procedure: A mixture of 69.33 g (0.146 mole) of α,α-bis(4-chlorophenyl)-1-(phenylsulfonyl)-4-piperidinemethanol and 26 g (0.277 mole) of phenol in 400 ml of 48% hydrobromic acid was refluxed for 6 hr and then was stirred at room temperature for 10 hr. The reaction solution was decanted from a gun which had formed in the bottom of the reaction flask. The gum was washed with several portions of water and then was crystallized from ether to give a solid. The solid was recrystallized from a mixture of methanol... Starting materials: O (water), [N+](=O)([O-])C=1C=C(C=CC1[N+](=O)[O-])OC1=CC(=C(C(=C1)F)C(F)(F)F)Cl (2-chloro-α,α,α,6-tetrafluoro-p-tolyl 3,4-dinitrophenyl ether), COC1=CC=C(C=C1)O (4methoxyphenol), C([O-])([O-])=O.[K+].[K+] (potassium carbonate). The solvent is C(C)#N (acetonitrile). Yields the product ether hexanes, ClC1=C(C(=CC(=C1)OC1=CC(=C(C=C1)[N+](=O)[O-])OC1=CC=C(C=C1)OC)F)C(F)(F)F (4-[(2-Chloro-α,α,α,6-tetrafluoro-p-tolyl)oxy]-2-(p-methoxyphenoxy)-1-nitrobenzene). The yield is 25.2%. Reaction SMILES: [N+]([C:4]1[CH:5]=[C:6]([O:13][C:14]2[CH:19]=[C:18]([F:20])[C:17]([C:21]([F:24])([F:23])[F:22])=[C:16]([Cl:25])[CH:15]=2)[CH:7]=[CH:8][C:9]=1[N+:10]([O-:12])=[O:11])([O-])=O.[CH3:26][O:27][C:28]1[CH:33]=[CH:32][C:31]([OH:34])=[CH:30][CH:29]=1.C(=O)([O-])[O-].[K+].[K+].O>C(#N)C>[Cl:25][C:16]1[CH:15]=[C:14]([O:13][C:6]2[CH:7]=[CH:8][C:9]([N+:10]([O-:12])=[O:11])=[C:4]([O:34][C:31]3[CH:32]=[CH:33][C:28]([O:27][CH3:26])=[CH:29][CH:30]=3)[CH:5]=2)[CH:19]=[C:18]([F:20])[C:17]=1[C:21]([F:22])([F:24])[F:23] |f:2.3.4|. Reported procedure: A mixture of 2-chloro-α,α,α,6-tetrafluoro-p-tolyl 3,4-dinitrophenyl ether (10.0 g, 0.026 mol), 4methoxyphenol (6.45 g, 0.052 mol) and potassium carbonate (7.26 g, 0.052 mol) in acetonitrile is refluxed for 18 hours, cooled to room temperature, poured into water and extracted with ethyl acetate. The organic extract is washed with brine, dried over anhydrous sodium sulfate and concentrated in vacuo to obtain an amber oil. Column chromatography of the oil using silica gel and a (1:4) ether/hexanes ... Reactants: Cl.CN(C1CCC(CC1)=O)C (4-dimethylaminocyclohexanone hydrochloride), Cl.C(C1=CC=CC=C1)OC=1C=C(C=CC1)NN (3-benzyloxyphenylhydrazine hydrochloride), C(C)O (ethyl alcohol). The solvent is O (water). Run at time 3 hour. Product: CN(C1CCC=2NC3=CC(=CC=C3C2C1)OCC1=CC=CC=C1)C (3-(Dimethylamino)-7-(benzyloxy)-1,2,3,4-tetrahydrocarbazole). As a reaction SMILES: Cl.[CH3:2][N:3]([CH3:11])[CH:4]1[CH2:9][CH2:8][C:7](=O)[CH2:6][CH2:5]1.Cl.[CH2:13]([O:20][C:21]1[CH:22]=[C:23]([NH:27]N)[CH:24]=[CH:25][CH:26]=1)[C:14]1[CH:19]=[CH:18][CH:17]=[CH:16][CH:15]=1.C(O)C>O>[CH3:2][N:3]([CH3:11])[CH:4]1[CH2:9][C:8]2[C:24]3[C:23](=[CH:22][C:21]([O:20][CH2:13][C:14]4[CH:15]=[CH:16][CH:17]=[CH:18][CH:19]=4)=[CH:26][CH:25]=3)[NH:27][C:7]=2[CH2:6][CH2:5]1 |f:0.1,2.3|. Procedure details: A solution of 15.8 g. of 4-dimethylaminocyclohexanone hydrochloride and 20.3 g. of 3-benzyloxyphenylhydrazine hydrochloride (m.p. 165°-168° C.) in 225 ml. of absolute ethyl alcohol was heated under reflux for three hours, cooled to room temperature, and diluted with 50 ml. of water. After standing for three hours the resulting crystals were collected by filtration and washed with ethyl alcohol to give, after recrystallization from ethyl alcohol, 6.1 g. of 3-(dimethylamino)-7-(benzyloxy)-1,2,3,4-... Reactants: Saturated aqueous solution, BrC=1C=C2C(=NC1)NC=C2C2CCCC2 (5-bromo-3-cyclopentyl-1H-pyrrolo[2,3-b]pyridine), OC=1C=C(C=CC1)B(O)O (3-hydroxyphenylboronic acid), C([O-])([O-])=O.[Na+].[Na+] (sodium carbonate), C([O-])(O)=O.[Na+] (sodium bicarbonate). The reagents and catalysts are Cl[Pd-2](P(C1=CC=CC=C1)(C1=CC=CC=C1)C1=CC=CC=C1)(P(C1=CC=CC=C1)(C1=CC=CC=C1)C1=CC=CC=C1)Cl (dichlorobis(triphenylphosphino)palladium(II)). Solvent: C(C)#N (acetonitrile), ClCCl (dichloromethane). Product: C1(CCCC1)C1=CNC2=NC=C(C=C21)C=2C=C(C=CC2)O (3-(3-Cyclopentyl-1H-pyrrolo[2,3-b]pyridin-5-yl)-phenol). The yield is 13.5%. RXN SMILES: Br[C:2]1[CH:3]=[C:4]2[C:10]([CH:11]3[CH2:15][CH2:14][CH2:13][CH2:12]3)=[CH:9][NH:8][C:5]2=[N:6][CH:7]=1.[OH:16][C:17]1[CH:18]=[C:19](B(O)O)[CH:20]=[CH:21][CH:22]=1.C(=O)([O-])[O-].[Na+].[Na+].C(=O)(O)[O-].[Na+]>Cl[Pd-2](Cl)(P(C1C=CC=CC=1)(C1C=CC=CC=1)C1C=CC=CC=1)P(C1C=CC=CC=1)(C1C=CC=CC=1)C1C=CC=CC=1.ClCCl.C(#N)C>[CH:11]1([C:10]2[C:4]3[C:5](=[N:6][CH:7]=[C:2]([C:21]4[CH:22]=[C:17]([OH:16])[CH:18]=[CH:19][CH:20]=4)[CH:3]=3)[NH:8][CH:9]=2)[CH2:15][CH2:14][CH2:13][CH2:12]1 |f:2.3.4,5.6|. Reported procedure: A mixture of 5-bromo-3-cyclopentyl-1H-pyrrolo[2,3-b]pyridine (31.8 mg, 0.12 mmol), 3-hydroxyphenylboronic acid (33.1 mg, 0.24 mmol) and 4.2 mg (5 mol %) of dichlorobis(triphenylphosphino)palladium(II) were placed in a vial and 0.8 ml of acetonitrile and 0.8 ml of a 2 m aqueous solution of sodium carbonate were added and the mixture irradiated in a Personal Chemistry® microwave reactor to 150° C. for 900 seconds. The resulting mixture was distributed between 15 mL of a Saturated aqueous solution,...